This data is from the Open Reaction Database (ORD), a public repository of structured organic reaction records. The task is: describe an organic reaction: reactants, conditions, products, and yield The reactants are CC=1N=CC=2C=CC=C(C2C1)N (3-methylisoquinolin-5-amine), FC(OC1=CC=C(CN=C=O)C=C1)(F)F ([4-(trifluoromethoxy)benzyl]isocyanate). Yields the product CC=1N=CC2=CC=CC(=C2C1)NC(=O)NCC1=CC=C(C=C1)OC(F)(F)F (N-(3-Methylisoquinolin-5-yl)-N′-[4-(trifluoromethoxy)benzyl]urea). RXN SMILES: [CH3:1][C:2]1[N:3]=[CH:4][C:5]2[CH:6]=[CH:7][CH:8]=[C:9]([NH2:12])[C:10]=2[CH:11]=1.[F:13][C:14]([F:27])([F:26])[O:15][C:16]1[CH:25]=[CH:24][C:19]([CH2:20][N:21]=[C:22]=[O:23])=[CH:18][CH:17]=1>>[CH3:1][C:2]1[N:3]=[CH:4][C:5]2[C:10]([CH:11]=1)=[C:9]([NH:12][C:22]([NH:21][CH2:20][C:19]1[CH:18]=[CH:17][C:16]([O:15][C:14]([F:13])([F:27])[F:26])=[CH:25][CH:24]=1)=[O:23])[CH:8]=[CH:7][CH:6]=2. Procedure: Prepared from 3-methylisoquinolin-5-amine (Description 45) and [4-(trifluoromethoxy)benzyl]isocyanate (Description 59) according to the procedure of Description 61. m/z (ES+) 376 (M+H)+. Product: CC(=O)NCCOC(=O)C(Oc1ccc(C(F)(F)F)cc1)c1cccc(C(F)(F)F)c1. RXN SMILES: [C:30]([CH3:31])(=[O:32])[NH:33][CH2:34][CH2:35][OH:36].[CH2:41]1[O:42][CH2:43][CH2:44][CH2:45]1.[Cl:37][CH2:38][CH2:39][Cl:40].[F:1][C:2]([c:3]1[cH:4][cH:5][c:6]([O:7][CH:8]([C:9](=[O:10])[OH:11])[c:12]2[cH:13][c:14]([C:18]([F:19])([F:20])[F:21])[cH:15][cH:16][cH:17]2)[cH:22][cH:23]1)([F:24])[F:25].[S:26]([Cl:27])([Cl:28])=[O:29]>>[F:1][C:2]([c:3]1[cH:4][cH:5][c:6]([O:7][CH:8]([C:9]([O:10][CH2:35][CH2:34][NH:33][C:30]([CH3:31])=[O:32])=[O:11])[c:12]2[cH:13][c:14]([C:18]([F:19])([F:20])[F:21])[cH:15][cH:16][cH:17]2)[cH:22][cH:23]1)([F:24])[F:25]. Starting materials: CC(=O)NCCO, C1CCOC1, ClCCCl, O=C(O)C(Oc1ccc(C(F)(F)F)cc1)c1cccc(C(F)(F)F)c1, O=S(Cl)Cl. Starting materials: CC1=CC=2C(NC3=C(NC2S1)C=CC=C3)=S (2-methyl-4,9-dihydro-3-thia-4,9-diazabenzo[f]azulene-10-thione), C(C)OCC[C@@H]1NCCNC1 ((S)-2-(2-ethoxyethyl)piperazine). Yields the product C(C)OCC[C@H]1CN(CCN1)C1=NC2=C(NC=3SC(=CC13)C)C=CC=C2 ((S)-10-[3-(2-Ethoxyethyl)-piperazin-1-yl]-2-methyl-4H-3-thia-4,9-diazabenzo[f]azulene). RXN SMILES: [CH3:1][C:2]1[S:11][C:10]2[NH:9][C:8]3[CH:12]=[CH:13][CH:14]=[CH:15][C:7]=3[NH:6][C:5](=S)[C:4]=2[CH:3]=1.[CH2:17]([O:19][CH2:20][CH2:21][C@H:22]1[CH2:27][NH:26][CH2:25][CH2:24][NH:23]1)[CH3:18]>>[CH2:17]([O:19][CH2:20][CH2:21][C@@H:22]1[NH:23][CH2:24][CH2:25][N:26]([C:5]2[C:4]3[CH:3]=[C:2]([CH3:1])[S:11][C:10]=3[NH:9][C:8]3[CH:12]=[CH:13][CH:14]=[CH:15][C:7]=3[N:6]=2)[CH2:27]1)[CH3:18]. Procedure details: In a manner similar to that described in Example 311, combine 2-methyl-4,9-dihydro-3-thia-4,9-diazabenzo[f]azulene-10-thione (0.487 g, 1.98 mmol) and (S)-2-(2-ethoxyethyl)piperazine (0.313 g, 1.98 mmol) to obtain the title compound: mass spectrum (APCI): m/z=371.2 (M+1). Starting materials: Cc1ccccc1, CN(C)C=O, O=S(Cl)Cl, Cc1ccc(S(=O)(=O)N2CC3CC3(C(=O)O)C2c2ccccc2)cc1. Product: Cc1ccc(S(=O)(=O)N2CC3CC3(C(=O)Cl)C2c2ccccc2)cc1. RXN SMILES: [CH3:35][c:36]1[cH:37][cH:38][cH:39][cH:40][cH:41]1.[O:26]=[CH:27][N:28]([CH3:29])[CH3:30].[S:31]([Cl:32])([Cl:33])=[O:34].[c:1]1([CH:7]2[C:8]3([C:23](=[O:24])[OH:25])[CH2:9][CH:10]3[CH2:11][N:12]2[S:13](=[O:14])(=[O:15])[c:16]2[cH:17][cH:18][c:19]([CH3:22])[cH:20][cH:21]2)[cH:2][cH:3][cH:4][cH:5][cH:6]1>>[c:1]1([CH:7]2[C:8]3([C:23](=[O:25])[Cl:33])[CH2:9][CH:10]3[CH2:11][N:12]2[S:13](=[O:14])(=[O:15])[c:16]2[cH:17][cH:18][c:19]([CH3:22])[cH:20][cH:21]2)[cH:2][cH:3][cH:4][cH:5][cH:6]1. The reactants are ClC1=CC=C2C(=C(NC2=C1)C)C(=O)N1CCC2(CC1)OCC1=C2C=CC=C1 (1′-[(6-chloro-2-methyl-1H-indol-3-yl)carbonyl]-3H-spiro[2-benzofuran-1,4′-piperidine]), [H-].[Na+] (sodium hydride), FC(C=1C=C(CBr)C=C(C1)C(F)(F)F)(F)F (3,5-bis(trifluoromethyl)benzyl bromide). Run in CN(C=O)C (N,N-dimethylformamide). Run at time 16 hour. The product is FC(C=1C=C(CN2C(=C(C3=CC=C(C=C23)Cl)C(=O)N2CCC3(CC2)OCC2=C3C=CC=C2)C)C=C(C1)C(F)(F)F)(F)F (1′-({1-[3,5-Bis(trifluoromethyl)benzyl]-6-chloro-2-methyl-1H-indol-3-yl}carbonyl)-3H-spiro[2-benzofuran-1,4′-piperidine]). Yield: 41.2%. Reaction SMILES: [Cl:1][C:2]1[CH:10]=[C:9]2[C:5]([C:6]([C:12]([N:14]3[CH2:19][CH2:18][C:17]4([C:23]5[CH:24]=[CH:25][CH:26]=[CH:27][C:22]=5[CH2:21][O:20]4)[CH2:16][CH2:15]3)=[O:13])=[C:7]([CH3:11])[NH:8]2)=[CH:4][CH:3]=1.[H-].[Na+].[F:30][C:31]([F:45])([F:44])[C:32]1[CH:33]=[C:34]([CH:37]=[C:38]([C:40]([F:43])([F:42])[F:41])[CH:39]=1)[CH2:35]Br>CN(C)C=O>[F:30][C:31]([F:44])([F:45])[C:32]1[CH:33]=[C:34]([CH:37]=[C:38]([C:40]([F:43])([F:41])[F:42])[CH:39]=1)[CH2:35][N:8]1[C:9]2[C:5](=[CH:4][CH:3]=[C:2]([Cl:1])[CH:10]=2)[C:6]([C:12]([N:14]2[CH2:15][CH2:16][C:17]3([C:23]4[CH:24]=[CH:25][CH:26]=[CH:27][C:22]=4[CH2:21][O:20]3)[CH2:18][CH2:19]2)=[O:13])=[C:7]1[CH3:11] |f:1.2|. Procedure: To a solution of 0.031 g (0.080 mmol) 1′-[(6-chloro-2-methyl-1H-indol-3-yl)carbonyl]-3H-spiro[2-benzofuran-1,4′-piperidine] (5) in 1 ml dry N,N-dimethylformamide were added 0.004 g (0.08 mmol) sodium hydride (50% in oil). After stirring for 20 min 0.015 ml (0.08 mmol) 3,5-bis(trifluoromethyl)benzyl bromide were added. After stirring for 16 h the reaction mixture was quenched with water and extracted with ethyl acetate (2×50 ml). The combined organic layers were washed with water (2×30 ml) and br... Starting materials: [N+](=O)([O-])C=1C(=CC(=C(C1)OCCCCCCCCCCCC)N)OCCCCCCCCCCCC (5-nitro-2-amino-1,4-didodecyloxybenzene). Reagents/catalysts: [Ni] (Raney nickel). The solvent is C(C)O (ethanol). Yields the product NC1=C(C=C(C(=C1)OCCCCCCCCCCCC)N)OCCCCCCCCCCCC (2,5-diamino-1,4-didodecyloxybenzene). Isolated yield 74.4%. As a reaction SMILES: [N+:1]([C:4]1[C:5]([O:24][CH2:25][CH2:26][CH2:27][CH2:28][CH2:29][CH2:30][CH2:31][CH2:32][CH2:33][CH2:34][CH2:35][CH3:36])=[CH:6][C:7]([NH2:23])=[C:8]([O:10][CH2:11][CH2:12][CH2:13][CH2:14][CH2:15][CH2:16][CH2:17][CH2:18][CH2:19][CH2:20][CH2:21][CH3:22])[CH:9]=1)([O-])=O>C(O)C.[Ni]>[NH2:23][C:7]1[CH:6]=[C:5]([O:24][CH2:25][CH2:26][CH2:27][CH2:28][CH2:29][CH2:30][CH2:31][CH2:32][CH2:33][CH2:34][CH2:35][CH3:36])[C:4]([NH2:1])=[CH:9][C:8]=1[O:10][CH2:11][CH2:12][CH2:13][CH2:14][CH2:15][CH2:16][CH2:17][CH2:18][CH2:19][CH2:20][CH2:21][CH3:22]. Reported procedure: The product of Stage 5 (4.0 g) is dissolved with heating in 250 ml of ethanol and catalytically hydrogenated with Raney nickel at 50° C./50 atms pressure. Concentration of the hydrogenation solution after the nickel has been filtered off under suction gives 2.8 g of a product melting at 75°-76° C. Starting materials: C(C1=CC=CC=C1)(C1=CC=CC=C1)NC(CCCCCC)P(O)O (1-benzhydrylaminoheptanephosphonous acid), C(C1=CC=CC=C1)(C1=CC=CC=C1)NC(C(C)C)P(O)O (1-benzhydrylamino-2-methylpropanephosphonous acid). Product: NC(CCCCCC)P(O)O (1-amino-n-heptanephosphonous acid). RXN SMILES: C([NH:14][CH:15]([P:22]([OH:24])[OH:23])[CH2:16][CH2:17][CH2:18][CH2:19][CH2:20][CH3:21])(C1C=CC=CC=1)C1C=CC=CC=1.C(NC(P(O)O)C(C)C)(C1C=CC=CC=1)C1C=CC=CC=1>>[NH2:14][CH:15]([P:22]([OH:24])[OH:23])[CH2:16][CH2:17][CH2:18][CH2:19][CH2:20][CH3:21]. Procedure details: The procedure described in Example 1C was repeated using DL-1-benzhydrylaminoheptanephosphonous acid as starting material instead of DL-1-benzhydrylamino-2-methylpropanephosphonous acid to give DL-1-amino-n-heptanephosphonous acid of melting point 208°-210° (dec.). The reactants are O=C1CCC=2C=CC(=CC2C1)N1C(C2=CC=CC=C2C1=O)=O (2-(7-oxo-5,6,7,8-tetrahydronaphthalen-2-yl)-1H-isoindole-1,3(2H)-dione), C(=O)(OC(C)(C)C)N1CCNCC1 (N-Boc piperazine), C(#N)[BH3-].[Na+] (sodium cyanoborohydride). The reagents and catalysts are CC([O-])C.[Ti+4].CC([O-])C.CC([O-])C.CC([O-])C (titanium isopropoxide). Solvent: C(C)O (ethanol). Conditions: time 2 hour. Product: C(C)(C)(C)OC(=O)N1CCN(CC1)C1CC2=CC(=CC=C2CC1)N1C(C2=CC=CC=C2C1=O)=O (tert-Butyl4-[7-(1,3-dioxo-1,3-dihydro-2H-isoindol-2-yl)-1,2,3,4-tetrahydronaphthalen-2-yl]piperazine-1-carboxylate). As a reaction SMILES: O=[C:2]1[CH2:11][C:10]2[CH:9]=[C:8]([N:12]3[C:20](=[O:21])[C:19]4[C:14](=[CH:15][CH:16]=[CH:17][CH:18]=4)[C:13]3=[O:22])[CH:7]=[CH:6][C:5]=2[CH2:4][CH2:3]1.[C:23]([N:30]1[CH2:35][CH2:34][NH:33][CH2:32][CH2:31]1)([O:25][C:26]([CH3:29])([CH3:28])[CH3:27])=[O:24].C([BH3-])#N.[Na+]>CC(C)[O-].[Ti+4].CC(C)[O-].CC(C)[O-].CC(C)[O-].C(O)C>[C:26]([O:25][C:23]([N:30]1[CH2:35][CH2:34][N:33]([CH:2]2[CH2:3][CH2:4][C:5]3[C:10](=[CH:9][C:8]([N:12]4[C:20](=[O:21])[C:19]5[C:14](=[CH:15][CH:16]=[CH:17][CH:18]=5)[C:13]4=[O:22])=[CH:7][CH:6]=3)[CH2:11]2)[CH2:32][CH2:31]1)=[O:24])([CH3:29])([CH3:27])[CH3:28] |f:2.3,4.5.6.7.8|. Procedure: To a flask charged with 2-(7-oxo-5,6,7,8-tetrahydronaphthalen-2-yl)-1H-isoindole-1,3(2H)-dione (0.25 g, 0.86 mmol), N-Boc piperazine (0.24 g, 1.3 mmol), and a stir bar was added titanium isopropoxide (2.5 mL), ethanol (10 mL), and sodium cyanoborohydride (0.27 g, 4.3 mmol). The mixture was allowed to stir at RT for 2 hours. LC showed formation of the desired product at that point. The reaction was diluted with EtOAc (50 mL), washed with water and brine, dried over sodium sulfate, filtered and co... Starting materials: C=CC1=CC2C(C1)CC2(CN)C(C(=O)[O-])C(C)(C)C, CCC1C=CC2C1CC2(CN)CC(=O)O, Cc1ccc(S(=O)(=O)O)cc1. Yields the product C=CC1=CC2C(C1)CC2(CN)CC(=O)O, Cc1ccc(S(=O)(=O)O)cc1. Reaction SMILES: [C:27]([CH3:28])([CH3:29])([CH3:30])[CH:31]([C:32](=[O:33])[O-:34])[C:35]1([CH2:44][NH2:45])[CH:36]2[CH:37]=[C:38]([CH:42]=[CH2:43])[CH2:39][CH:40]2[CH2:41]1.[NH2:12][CH2:13][C:14]1([CH2:15][C:16]([OH:17])=[O:18])[CH2:19][CH:20]2[CH:21]1[CH:22]=[CH:23][CH:24]2[CH2:25][CH3:26].[c:1]1([CH3:11])[cH:2][cH:3][c:4]([S:7](=[O:8])(=[O:9])[OH:10])[cH:5][cH:6]1>>[CH2:31]([C:32](=[O:33])[OH:34])[C:35]1([CH2:44][NH2:45])[CH:36]2[CH:37]=[C:38]([CH:42]=[CH2:43])[CH2:39][CH:40]2[CH2:41]1.[c:1]1([CH3:11])[cH:2][cH:3][c:4]([S:7](=[O:8])(=[O:9])[OH:10])[cH:5][cH:6]1. Reactants: N[C@@H](CC(O)=O)C(=O)O (Asp), N[C@@H](CS)C(=O)O (Cys), N[C@@H](CC1=CC=CC=C1)C(=O)O (Phe), N[C@@H](C)C(=O)O (Ala), N[C@@H](CC(C)C)C(=O)O (Leu), N[C@@H](CC1=CC=C(C=C1)O)C(=O)O (Tyr), N[C@@H]([C@@H](C)CC)C(=O)O (Ile), N[C@@H](CCC(O)=O)C(=O)O (Glu), NCC(=O)O (Gly), N[C@@H](CCSC)C(=O)O (Met). The product is N[C@@H](CCCNC(N)=N)C(=O)O (Arg). RXN SMILES: [NH2:1][C@H:2]([C:7]([OH:9])=[O:8])[CH2:3][C:4](=O)O.[NH2:10][C@H:11](C(O)=O)CCC(=O)O.[NH2:20][CH2:21]C(O)=O.[NH2:25][C@H](C(O)=O)C.N[C@H](C(O)=O)CS.N[C@H](C(O)=O)CCSC.N[C@H](C(O)=O)[C@H](CC)C.N[C@H](C(O)=O)CC(C)C.N[C@H](C(O)=O)CC1C=CC(O)=CC=1.N[C@H](C(O)=O)CC1C=CC=CC=1>>[NH2:1][C@H:2]([C:7]([OH:9])=[O:8])[CH2:3][CH2:4][CH2:21][NH:20][C:11](=[NH:10])[NH2:25]. Procedure details: 1.00×3, Asp:1.02×2, Ser:0.92×2, Glu:1.00, Gly:1.03×4, Ala:1.00×2, Cys:0.82×2, Met:0.83, Ile:0.95, Leu:0.99, Tyr:0.95, Phe:1.02×2